This data is from the Open Reaction Database (ORD), a public repository of structured organic reaction records. The task is: describe an organic reaction: reactants, conditions, products, and yield The reactants are BrC1=CC(=C(C(=O)O)C(=C1)C)OC (4-bromo-2-methoxy-6-methyl-benzoic acid), C([O-])([O-])=O.[K+].[K+] (potassium carbonate), C(C)I (ethyl iodide). The solvent is CN(C)C=O (DMF), O (water). Conditions: time 2 hour. The product is C(C)OC(C1=C(C=C(C=C1C)Br)OC)=O (4-bromo-2-methoxy-6-methyl-benzoic acid ethyl ester). The yield is 89.0%. RXN SMILES: [Br:1][C:2]1[CH:10]=[C:9]([CH3:11])[C:5]([C:6]([OH:8])=[O:7])=[C:4]([O:12][CH3:13])[CH:3]=1.C(=O)([O-])[O-].[K+].[K+].[CH2:20](I)[CH3:21]>CN(C=O)C.O>[CH2:20]([O:7][C:6](=[O:8])[C:5]1[C:9]([CH3:11])=[CH:10][C:2]([Br:1])=[CH:3][C:4]=1[O:12][CH3:13])[CH3:21] |f:1.2.3|. Procedure: To a stirred solution of 4-bromo-2-methoxy-6-methyl-benzoic acid (synthesized according to the methods described in sections a) to d) of example 10) (10.7 g, 43.7 mmol) in DMF (90 ml) are added potassium carbonate (12.1 g, 87.3 mmol) and ethyl iodide (17.5 ml, 218 mmol) and the resulting mixture is stirred at room temperature for 2 h. After completion of reaction the reaction mixture is diluted with water (200 ml) and extracted with ethyl acetate (3×50 ml). The combined organic layers are washed... Starting materials: C(C1=CC=CC=C1)OC(N[C@H](C(O)C#N)C(C)C)=O (((S)-2-Cyano-2-hydroxy-1-isopropyl-ethyl)-carbamic acid benzyl ester), Cl (HCl), C1(=CC=CC=C1)OC (anisole), O1CCOCC1 (1,4-dioxane). Run at temperature 110 celsius. The product is NC([C@@H](C(=O)O)O)C(C)C ((S)-3-Amino-2-hydroxy-4-methyl-pentanoic acid). As a reaction SMILES: C(OC(=O)[NH:10][C@@H:11]([CH:16]([CH3:18])[CH3:17])C(C#N)O)C1C=CC=CC=1.Cl.C1([O:27]C)C=CC=CC=1.[O:29]1[CH2:34][CH2:33][O:32]CC1>>[NH2:10][CH:11]([CH:16]([CH3:18])[CH3:17])[C@H:33]([OH:32])[C:34]([OH:29])=[O:27]. Procedure details: To a solution of ((S)-2-Cyano-2-hydroxy-1-isopropyl-ethyl)-carbamic acid benzyl ester (10) (5.1 g, 19.5 mmol) in 1,4-dioxane (90 mL) was added conc. HCl (90 mL) and anisole (1.5 equiv.) and the mixture was heated to 110° C. for 18 h. The reaction mixture was cooled to ambient temperature and concentrated under vacuum to remove the dioxane. The mixture was then washed with EtOAc and the residue further concentrated under vacuum at 40° C. to remove the conc HCl. Any residual water was removed by a... Reactants: BrC=1C(=C(C=NC1)\C=N\[S@](=O)C(C)(C)C)Cl ((R)-2-Methyl-propane-2-sulfinic acid 1-(5-bromo-4-chloro-pyridin-3-yl)-meth-(E)-ylideneamide), CC(C)(C)[S@@](=O)N ((R)-2-methylpropane-2-sulfinamide), BrC=1C(=C(C=NC1)C=O)Cl (5-bromo-4-chloro-pyridine-3-carbaldehyde), [BH4-].[Na+] (NaBH4). Solvent: CO (MeOH). Yields the product BrC=1C(=C(C=NC1)CN[S@](=O)C(C)(C)C)Cl ((R)—N-((5-Bromo-4-chloropyridin-3-yl)methyl)-2-methylpropane-2-sulfinamide). RXN SMILES: [Br:1][C:2]1[C:3]([Cl:16])=[C:4](/[CH:8]=[N:9]/[S@@:10]([C:12]([CH3:15])([CH3:14])[CH3:13])=[O:11])[CH:5]=[N:6][CH:7]=1.CC([S@](N)=O)(C)C.BrC1C(Cl)=C(C=O)C=NC=1.[BH4-].[Na+]>CO>[Br:1][C:2]1[C:3]([Cl:16])=[C:4]([CH2:8][NH:9][S@@:10]([C:12]([CH3:14])([CH3:13])[CH3:15])=[O:11])[CH:5]=[N:6][CH:7]=1 |f:3.4|. Procedure details: (R)-2-Methyl-propane-2-sulfinic acid 1-(5-bromo-4-chloro-pyridin-3-yl)-meth-(E)-ylideneamide, prepared from (R)-2-methylpropane-2-sulfinamide and 5-bromo-4-chloro-pyridine-3-carbaldehyde in analogy to procedure described for the preparation of intermediate A-35 [A], has been reduced with NaBH4 in MeOH in analogy to the procedure described for the preparation of intermediate A-35 [B] to give the title compound as a yellow oil. MS: 325.2 (M+H+). Reactants: C1N(CCOC=2C1=C1C=CNC1=CC2)C(=O)OC(C)(C)C (tert-butyl 1,3,4,8-tetrahydro-2H-[1,4]oxazepino[6,7-e]indole-2-carboxylate), C1N(CCOC=2C1=C1C=CNC1=CC2)C(=O)OC(C)(C)C (tert-butyl 1,3,4,8-tetrahydro-2H-[1,4]oxazepino[6,7-e]indole-2-carboxylate), [H-].[Na+] (NaH), CN(C)C=O (DMF), ClC1=C(C=CC(=C1)Cl)S(=O)(=O)Cl (2,4-Dichlorobenzenesulfonyl chloride). Run in N (NH3), CO (MeOH), CO (MeOH), CO (MeOH). Conditions: time 20 minute. Yields the product ClC1=C(C=CC(=C1)Cl)S(=O)(=O)N1C=CC2=C3C(=CC=C12)OCCNC3 (8-[(2,4-Dichlorophenyl)sulfonyl]-1,3,4,8-tetrahydro-2H-[1,4]oxazepino[6,7-e]indole). Yield: 9.6%. RXN SMILES: [CH2:1]1[C:7]2=[C:8]3[C:12](=[CH:13][CH:14]=[C:6]2[O:5][CH2:4][CH2:3][N:2]1C(OC(C)(C)C)=O)[NH:11][CH:10]=[CH:9]3.[H-].[Na+].CN(C=O)C.[Cl:29][C:30]1[CH:35]=[C:34]([Cl:36])[CH:33]=[CH:32][C:31]=1[S:37](Cl)(=[O:39])=[O:38]>N.CO>[Cl:29][C:30]1[CH:35]=[C:34]([Cl:36])[CH:33]=[CH:32][C:31]=1[S:37]([N:11]1[C:12]2[C:8](=[C:7]3[CH2:1][NH:2][CH2:3][CH2:4][O:5][C:6]3=[CH:14][CH:13]=2)[CH:9]=[CH:10]1)(=[O:39])=[O:38] |f:1.2|. Procedure details: tert-Butyl 1,3,4,8-tetrahydro-2H-[1,4]oxazepino[6,7-e]indole-2-carboxylate (Intermediate 18, 14 mg, 0.05 mmol), NaH (60% in mineral oil, 6.4 mg, 0.10 mmol) and dry DMF (0.2 mL) were shaken at room temperature for 10 minutes. 2,4-Dichlorobenzenesulfonyl chloride (25 mg, 0.10 mmol, in 0.15 mL of dry DMF) was added to the solution. The reaction mixture was shaken at room temperature for another 20 minutes and a mixture of MeOH/1 M HCl (3:1, 1 mL) was added. The reaction mixture was stirred overnigh... Starting materials: [C-]#N.[Na+] (sodium cyanide), ClC1=CC=C(C=C1)N1C2=NC=NC(=C2N=C1C1=C(C=CC=C1)Cl)N1CCC(CC1)=O (1-[9-(4-chlorophenyl)-8-(2-chlorophenyl)-9H-purin-6-yl]-piperidin-4-one), [C-]#N.[Na+] (sodium cyanide), CC(C)N (2-propylamine), Cl (HCl). Reagents/catalysts: CC(C)N (2-propylamine). Run in O (water), O1CCCC1 (Tetrahydrofuran), CO (methanol). Run at time 5 minute. The product is ClC1=CC=C(C=C1)N1C2=NC=NC(=C2N=C1C1=C(C=CC=C1)Cl)N1CCC(CC1)(C#N)NC(C)C (1-[9-(4-Chlorophenyl)-8-(2-chlorophenyl)-9H-purin-6-yl]-4-isoproplyaminopiperidine-4-carbonitrile). RXN SMILES: [Cl:1][C:2]1[CH:7]=[CH:6][C:5]([N:8]2[C:16]([C:17]3[CH:22]=[CH:21][CH:20]=[CH:19][C:18]=3[Cl:23])=[N:15][C:14]3[C:9]2=[N:10][CH:11]=[N:12][C:13]=3[N:24]2[CH2:29][CH2:28][C:27](=O)[CH2:26][CH2:25]2)=[CH:4][CH:3]=1.[CH3:31][CH:32]([NH2:34])[CH3:33].Cl.[C-:36]#[N:37].[Na+]>CO.O.CC(N)C.O1CCCC1>[Cl:1][C:2]1[CH:7]=[CH:6][C:5]([N:8]2[C:16]([C:17]3[CH:22]=[CH:21][CH:20]=[CH:19][C:18]=3[Cl:23])=[N:15][C:14]3[C:9]2=[N:10][CH:11]=[N:12][C:13]=3[N:24]2[CH2:29][CH2:28][C:27]([NH:34][CH:32]([CH3:33])[CH3:31])([C:36]#[N:37])[CH2:26][CH2:25]2)=[CH:4][CH:3]=1 |f:3.4|. Procedure: A suspension of 1-[9-(4-chlorophenyl)-8-(2-chlorophenyl)-9H-purin-6-yl]-piperidin-4-one 7A-96 (48 mg, 0.11 mmol) in methanol (0.4 ml) was cooled to 0° C. and then treated with 2-propylamine (15 μl, 0.15 mmol) and then concentrated aqueous HCl. After stirring 5 minutes, a solution of sodium cyanide (8.1 mg, 0.16 mmol) in water (0.4 ml) was added; the heterogeneous reaction was warmed to room temperature and then allowed to stir overnight. Tetrahydrofuran (0.4 ml) was then added to solubilize all ... Starting materials: CCCCCCCCCCNC(=O)C1CC1c1ccc([N+](=O)[O-])cc1, [Fe]. Product: CCCCCCCCCCNC(=O)C1CC1c1ccc(N)cc1. As a reaction SMILES: [CH2:1]([CH2:2][CH2:3][CH2:4][CH2:5][CH2:6][CH2:7][CH2:8][CH2:9][CH3:10])[NH:11][C:12](=[O:13])[CH:14]1[CH:15]([c:17]2[cH:18][cH:19][c:20]([N+:23]([O-:24])=[O:25])[cH:21][cH:22]2)[CH2:16]1.[Fe:26]>>[CH2:1]([CH2:2][CH2:3][CH2:4][CH2:5][CH2:6][CH2:7][CH2:8][CH2:9][CH3:10])[NH:11][C:12](=[O:13])[CH:14]1[CH:15]([c:17]2[cH:18][cH:19][c:20]([NH2:23])[cH:21][cH:22]2)[CH2:16]1. Starting materials: Cc1ccccc1, O=C=NCCCCl, Cc1cccc(N2CCN(CCc3ccc(N)cc3)CC2)c1. Yields the product Cc1cccc(N2CCN(CCc3ccc(NC(=O)NCCCCl)cc3)CC2)c1. As a reaction SMILES: [CH3:30][c:31]1[cH:32][cH:33][cH:34][cH:35][cH:36]1.[Cl:23][CH2:24][CH2:25][CH2:26][N:27]=[C:28]=[O:29].[NH2:1][c:2]1[cH:3][cH:4][c:5]([CH2:6][CH2:7][N:8]2[CH2:9][CH2:10][N:11]([c:14]3[cH:15][c:16]([CH3:20])[cH:17][cH:18][cH:19]3)[CH2:12][CH2:13]2)[cH:21][cH:22]1>>[NH:1]([c:2]1[cH:3][cH:4][c:5]([CH2:6][CH2:7][N:8]2[CH2:9][CH2:10][N:11]([c:14]3[cH:15][c:16]([CH3:20])[cH:17][cH:18][cH:19]3)[CH2:12][CH2:13]2)[cH:21][cH:22]1)[C:28]([NH:27][CH2:26][CH2:25][CH2:24][Cl:23])=[O:29]. Reactants: C(C)(C)(C)[Si](O[C@@H]1[C@H](O[C@H]([C@@H]1O[Si](C)(C)C(C)(C)C)N1C(N(C(C=C1)=O)CC1=CC=C(C=C1)OC)=O)[C@@H]([C@@H](C(=O)OC(C)(C)C)N(CC1=CC=CC=C1)CC1=CC=CC=C1)O)(C)C (tert-Butyl (2S,3R)-3-[(2R,3R,4R,5R)-3,4-bis{[tert-butyl-(dimethyl)silyl]oxy}-5-(3-(4-methoxybenzyl)-2,4-dioxo-3,4-dihydro-1(2H)-pyrimidinyl)-tetrahydro-2-furanyl]-2-(dibenzylamino)-3-hydroxy-propanoate). The reagents and catalysts are [Pd] (palladium on carbon). The solvent is CO (methanol). Product: material, N[C@H](C(=O)OC(C)(C)C)[C@@H](O)[C@H]1O[C@H]([C@@H]([C@@H]1O[Si](C)(C)C(C)(C)C)O[Si](C)(C)C(C)(C)C)N1C(N(C(C=C1)=O)CC1=CC=C(C=C1)OC)=O (tert-butyl (2S,3R)-2-amino-3-[(2R,3R,4R,5R)-3,4-bis{[tert-butyl-(dimethyl)silyl]oxy}-5-(3-(4-methoxybenzyl)-2,4-dioxo-3,4-dihydro-1(2H)-pyrimidinyl)-tetrahydro-2-furanyl]-3-hydroxypropanoate). Isolated yield 25.0%. Reaction SMILES: [C:1]([Si:5]([CH3:63])([CH3:62])[O:6][C@H:7]1[C@@H:11]([O:12][Si:13]([C:16]([CH3:19])([CH3:18])[CH3:17])([CH3:15])[CH3:14])[C@H:10]([N:20]2[CH:25]=[CH:24][C:23](=[O:26])[N:22]([CH2:27][C:28]3[CH:33]=[CH:32][C:31]([O:34][CH3:35])=[CH:30][CH:29]=3)[C:21]2=[O:36])[O:9][C@@H:8]1[C@H:37]([OH:61])[C@H:38]([N:46](CC1C=CC=CC=1)CC1C=CC=CC=1)[C:39]([O:41][C:42]([CH3:45])([CH3:44])[CH3:43])=[O:40])([CH3:4])([CH3:3])[CH3:2]>[Pd].CO>[NH2:46][C@@H:38]([C@H:37]([C@@H:8]1[C@@H:7]([O:6][Si:5]([C:1]([CH3:2])([CH3:3])[CH3:4])([CH3:63])[CH3:62])[C@@H:11]([O:12][Si:13]([C:16]([CH3:19])([CH3:18])[CH3:17])([CH3:14])[CH3:15])[C@H:10]([N:20]2[CH:25]=[CH:24][C:23](=[O:26])[N:22]([CH2:27][C:28]3[CH:33]=[CH:32][C:31]([O:34][CH3:35])=[CH:30][CH:29]=3)[C:21]2=[O:36])[O:9]1)[OH:61])[C:39]([O:41][C:42]([CH3:44])([CH3:43])[CH3:45])=[O:40]. Procedure details: tert-Butyl (2S,3R)-3-[(2R,3R,4R,5R)-3,4-bis{[tert-butyl-(dimethyl)silyl]oxy}-5-(3-(4-methoxybenzyl)-2,4-dioxo-3,4-dihydro-1(2H)-pyrimidinyl)-tetrahydro-2-furanyl]-2-(dibenzylamino)-3-hydroxy-propanoate (3.0 g, 3.33 mmole, obtained from Reference Example 4) was hydrogenated using 10% palladium on carbon (2 g) in methanol (70 ml) under atmospheric pressure. The catalyst was removed, and the volatile was removed in vacuo. The residue was chromatographed (flash column, silica gel, methylene chloride... The reactants are ClC=1C2=C(SC1C(=O)N[C@@H](C(=O)O)CC1=CC=CC=C1)C=C(C=C2)C(F)(F)F ((R)-2-(3-chloro-6-(trifluoromethyl)benzo[b]thiophene-2-carboxamido)-3-phenylpropanoic acid), ClC=1C2=C(SC1C(=O)Cl)C=CC(=C2)F (3-chloro-5-fluorobenzo[b]thiophene-2-carbonyl chloride). Yields the product ClC=1C2=C(SC1C(=O)N[C@@H](C(=O)O)CC1=CC=CC=C1)C=CC(=C2)F ((R)-2-(3-chloro-5-fluorobenzo[b]thiophene-2-carboxamido)-3-phenylpropanoic acid). RXN SMILES: [Cl:1][C:2]1[C:3]2[CH:24]=C[C:22]([C:25](F)([F:27])F)=[CH:21][C:4]=2[S:5][C:6]=1[C:7]([NH:9][C@H:10]([CH2:14][C:15]1[CH:20]=[CH:19][CH:18]=[CH:17][CH:16]=1)[C:11]([OH:13])=[O:12])=[O:8].ClC1C2C=C(F)C=CC=2SC=1C(Cl)=O>>[Cl:1][C:2]1[C:3]2[CH:24]=[C:25]([F:27])[CH:22]=[CH:21][C:4]=2[S:5][C:6]=1[C:7]([NH:9][C@H:10]([CH2:14][C:15]1[CH:20]=[CH:19][CH:18]=[CH:17][CH:16]=1)[C:11]([OH:13])=[O:12])=[O:8]. Reported procedure: Following the 5a synthetic method, using 3-chloro-5-fluorobenzo[b]thiophene-2-carbonyl chloride (62.27 mg, 0.25 mmol) instead of 5 gave 12a as a white powder; (82.6 mg, 91.7%). [α]D25: −16.8 (c=0.16, CHCl3); 1H-NMR (300 MHz, acetone-d6): δ 8.10-8.06 (m, 1H), 7.81 (d, J=6.9, 1H), 7.61-7.57 (m, 1H), 7.46-7.28 (m, 6H), 5.03-4.97 (m, 1H), 3.45-3.26 (m, 2H); 13C NMR (300 MHz, acetone-d6): δ 171.51, 163.02, 159.79, 138.08, 136.67, 135.36, 133.43, 129.49, 128.39, 126.88, 125.28, 118.22, 116.80, 116.46,... As a reaction SMILES: [CH2:1]([O:8][C:9]1[CH:10]=[C:11]([C:15]([CH3:19])([CH3:18])[C:16]#N)[CH:12]=[CH:13][CH:14]=1)[C:2]1[CH:7]=[CH:6][CH:5]=[CH:4][CH:3]=1.[H-].C([Al+]CC(C)C)C(C)C.[O:30]1CCCC1>CCCCCC>[CH2:1]([O:8][C:9]1[CH:10]=[C:11]([C:15]([CH3:19])([CH3:18])[CH:16]=[O:30])[CH:12]=[CH:13][CH:14]=1)[C:2]1[CH:7]=[CH:6][CH:5]=[CH:4][CH:3]=1 |f:1.2|. Yields the product C(C1=CC=CC=C1)OC=1C=C(C=CC1)C(C=O)(C)C (2-(3-Benzyloxyphenyl)-2-methylpropionaldehyde). Run at time 2 hour. Procedure details: To a 15° C. solution of 325 g. (1.25 mole) of 2-(3-benzyloxyphenyl)-2-methylpropionitrile in 1.85 liters of tetrahydrofuran is added 1.6 moles of diisobutylaluminum hydride as a 1.3 M solution in hexane (reaction temperature is maintained at 15°-18° C.). The reaction mixture is allowed to warm to room temperature and is stirred 2 hours longer. It is then quenched by addition to a solution of 170 ml. of concentrated sulfuric acid in 670 ml. of water (temperature ≤30° C.). The resultant mixture is... Reactants: C(C1=CC=CC=C1)OC=1C=C(C=CC1)C(C#N)(C)C (2-(3-benzyloxyphenyl)-2-methylpropionitrile), [H-].C(C(C)C)[Al+]CC(C)C (diisobutylaluminum hydride), solution, O1CCCC1 (tetrahydrofuran). The solvent is CCCCCC (hexane). The yield is 99.0%.